This data is from the Open Reaction Database (ORD), a public repository of structured organic reaction records. The task is: describe an organic reaction: reactants, conditions, products, and yield The reactants are C(C)(C)NC(C)C (diisopropylamine), C(CCC)[Li] (n-butyl lithium), CCCCCC (hexane), C(C)(=O)OCC (Ethyl acetate), C1(=CC=CC=C1)CCC(CCC)=O (1-Phenyl-3-hexanone). The solvent is O1CCCC1 (tetrahydrofuran). Run at time 1 hour. Yields the product C(C)OC(CC(CCC)(CCC1=CC=CC=C1)O)=O (Ethyl-3-hydroxy-3-(2-phenylethyl)hexanoate). As a reaction SMILES: C(NC(C)C)(C)C.C([Li])CCC.CCCCCC.[C:19]([O:22][CH2:23][CH3:24])(=[O:21])[CH3:20].[C:25]1([CH2:31][CH2:32][C:33](=[O:37])[CH2:34][CH2:35][CH3:36])[CH:30]=[CH:29][CH:28]=[CH:27][CH:26]=1>O1CCCC1>[CH2:23]([O:22][C:19](=[O:21])[CH2:20][C:33]([OH:37])([CH2:32][CH2:31][C:25]1[CH:26]=[CH:27][CH:28]=[CH:29][CH:30]=1)[CH2:34][CH2:35][CH3:36])[CH3:24]. Procedure details: To a solution of diisopropylamine (32.2 ml, 230 mmol) in tetrahydrofuran (240 ml) at −58° is added 2.63 M n-butyl lithium in hexane (87.4 ml, 230 mmol) over one hour. Ethyl acetate (21.4 ml, 220 mmol) is then added and the reaction mixture stirred for 1 hour during which time the reaction mixture was cooled to −70°. 1-Phenyl-3-hexanone (I, 35.2 g, 200 mmol) is added slowly over 30 minutes and the reaction mixture stirred cold for 1 hour. The mixture was quenched with aqueous ammonium chloride (1... Starting materials: C, COC(=O)c1cc([N+](=O)[O-])c(C)s1, C1CCOC1, [Pd]. Product: COC(=O)c1cc(N)c(C)s1. Reaction SMILES: [C:19].[CH3:1][c:2]1[c:3]([N+:11]([O-:12])=[O:13])[cH:4][c:5]([C:7](=[O:8])[O:9][CH3:10])[s:6]1.[O:14]1[CH2:15][CH2:16][CH2:17][CH2:18]1.[Pd:20]>>[CH3:1][c:2]1[c:3]([NH2:11])[cH:4][c:5]([C:7](=[O:8])[O:9][CH3:10])[s:6]1. Starting materials: C(C)(=O)OCC (ethyl acetate), FC=1C=CC(=NC1)C1=NOC(=N1)C1=CC(=CC(=C1)[N+](=O)[O-])C#N (3-(5-fluoropyrid-2-yl)-5-(3-cyano-5-nitrophenyl) -1,2,4-oxadiazole), C([O-])([O-])=O.[K+].[K+] (potassium carbonate), C(C)I (ethyl iodide). Run in CN(C=O)C (N,N-dimethylformamide). Run at temperature 140 celsius. Product: FC=1C=CC(=NC1)C1=NOC(=N1)C1=CC(=CC(=C1)N(CC)CC)C#N (3-(5-fluoropyrid-2-yl)-5-(3-cyano-5-diethylaminophenyl)-1,2,4-oxadiazole). Isolated yield 20.0%. As a reaction SMILES: [F:1][C:2]1[CH:3]=[CH:4][C:5]([C:8]2[N:12]=[C:11]([C:13]3[CH:18]=[C:17]([N+:19]([O-])=O)[CH:16]=[C:15]([C:22]#[N:23])[CH:14]=3)[O:10][N:9]=2)=[N:6][CH:7]=1.C(=O)([O-])[O-].[K+].[K+].[CH2:30](I)[CH3:31].[C:33](OCC)(=O)[CH3:34]>CN(C)C=O>[F:1][C:2]1[CH:3]=[CH:4][C:5]([C:8]2[N:12]=[C:11]([C:13]3[CH:18]=[C:17]([N:19]([CH2:30][CH3:31])[CH2:33][CH3:34])[CH:16]=[C:15]([C:22]#[N:23])[CH:14]=3)[O:10][N:9]=2)=[N:6][CH:7]=1 |f:1.2.3|. Reported procedure: A mixture of 3-(5-fluoropyrid-2-yl)-5-(3-cyano-5-nitrophenyl) -1,2,4-oxadiazole (30 mg, 0.11 mmol), potassium carbonate (29 mg, 0.21 mmol) and ethyl iodide (98 μL, 1.2 mmol) in N,N-dimethylformamide (1 mL) was heated in a sealed vial at 140° C. for 2 hours. The reaction was cooled, diluted with ethyl acetate, washed with water (3×) and saturated brine, filtered and concentrated. Silica gel chromatography using hexanes:ethyl acetate:dichloromethane 3:1:4 afforded 3 mg (20%) of 3-(5-fluoropyrid-2-... The reactants are C(C1=CC=CC=C1)C1=CC=C(O1)C=O (5-benzyl-furan-2-carbaldehyde), N.CO (Ammonia methanol), Example 39. The reagents and catalysts are [Ni] (Raney nickel). Run at time 22 hour. Yields the product C(C1=CC=CC=C1)C1=CC=C(O1)CN (C-(5-benzyl-furan-2-yl)methylamine). Yield: 65.8%. As a reaction SMILES: [CH2:1]([C:8]1[O:12][C:11]([CH:13]=O)=[CH:10][CH:9]=1)[C:2]1[CH:7]=[CH:6][CH:5]=[CH:4][CH:3]=1.[NH3:15].CO>[Ni]>[CH2:1]([C:8]1[O:12][C:11]([CH2:13][NH2:15])=[CH:10][CH:9]=1)[C:2]1[CH:7]=[CH:6][CH:5]=[CH:4][CH:3]=1 |f:1.2|. Procedure: 7N Ammonia/methanol(40 mL) and Raney nickel(3 g) were added to 5-benzyl-furan-2-carbaldehyde described in Preparation Example 39 (2.5 g, 13 mmol), and the solution was stirred for 22 hours under hydrogen atmosphere at room temperature. After removing the catalyst by filtering through Celite pad, the solvent was evaporated in vacuo and C-(5-benzyl-furan-2-yl)methylamine (1.6 g, 8.6 mmol, 65.8%) was obtained. Starting materials: B, COC(C)(C)OC, Cc1ccccc1, CCOC(C)=O, CCCCCC, Nc1ccc(F)cc1[N+](=O)[O-], O=C(O)C(F)(F)F, c1ccncc1. Yields the product CC(C)Nc1ccc(F)cc1[N+](=O)[O-]. RXN SMILES: [BH3:26].[CH3:12][O:13][C:14]([CH3:15])([CH3:16])[O:17][CH3:18].[CH3:27][c:28]1[cH:29][cH:30][cH:31][cH:32][cH:33]1.[CH3:40][CH2:41][O:42][C:43]([CH3:44])=[O:45].[CH3:46][CH2:47][CH2:48][CH2:49][CH2:50][CH3:51].[F:1][c:2]1[cH:3][c:4]([N+:9](=[O:10])[O-:11])[c:5]([NH2:6])[cH:7][cH:8]1.[OH:19][C:20]([C:21]([F:22])([F:23])[F:24])=[O:25].[cH:34]1[cH:35][cH:36][n:37][cH:38][cH:39]1>>[F:1][c:2]1[cH:3][c:4]([N+:9](=[O:10])[O-:11])[c:5]([NH:6][CH:14]([CH3:15])[CH3:16])[cH:7][cH:8]1.